describe an organic reaction: reactants, conditions, products, and yield From a dataset of the Open Reaction Database (ORD), a public repository of structured organic reaction records. Starting materials: COS(=O)(=O)OC, CN(C)C=O, Cc1[nH]c(=O)n(-c2cc(C(=O)OC(C)C)c(Cl)cc2F)c(=O)c1F. Yields the product Cc1c(F)c(=O)n(-c2cc(C(=O)OC(C)C)c(Cl)cc2F)c(=O)n1C. As a reaction SMILES: [CH3:25][O:26][S:27]([O:28][CH3:29])(=[O:30])=[O:31].[CH3:32][N:33]([CH3:34])[CH:35]=[O:36].[Cl:1][c:2]1[c:3]([C:4](=[O:5])[O:6][CH:7]([CH3:8])[CH3:9])[cH:10][c:11](-[n:15]2[c:16](=[O:24])[nH:17][c:18]([CH3:23])[c:19]([F:22])[c:20]2=[O:21])[c:12]([F:14])[cH:13]1>>[Cl:1][c:2]1[c:3]([C:4](=[O:5])[O:6][CH:7]([CH3:8])[CH3:9])[cH:10][c:11](-[n:15]2[c:16](=[O:24])[n:17]([CH3:25])[c:18]([CH3:23])[c:19]([F:22])[c:20]2=[O:21])[c:12]([F:14])[cH:13]1.